Dataset: the Open Reaction Database (ORD), a public repository of structured organic reaction records. Task: describe an organic reaction: reactants, conditions, products, and yield Starting materials: C(C=C)C=1C=C(C(=O)OCC2=CC=CC=C2)C=CC1O (benzyl 3-allyl-4-hydroxybenzoate). The reagents and catalysts are [Pd] (Pd/C). The solvent is C(C)O (ethanol). Conditions: time 2 hour. Product: OC1=C(C=C(C(=O)O)C=C1)CCC (4-hydroxy-3-propylbenzoic acid). RXN SMILES: [CH2:1]([C:4]1[CH:5]=[C:6]([CH:17]=[CH:18][C:19]=1[OH:20])[C:7]([O:9]CC1C=CC=CC=1)=[O:8])[CH:2]=[CH2:3]>[Pd].C(O)C>[OH:20][C:19]1[CH:18]=[CH:17][C:6]([C:7]([OH:9])=[O:8])=[CH:5][C:4]=1[CH2:1][CH2:2][CH3:3]. Procedure details: A mixture of benzyl 3-allyl-4-hydroxybenzoate (15.40 g, 57.4 mmol) (Example 41), 10% Pd/C (1.54 g), and 60 mL ethanol was placed in a Parr hydrogenator under 60 psi of H2. The mixture was shaken for 2 h. The catalyst was removed by filtering through a plug of Celite®. The filtrate was concentrated to yield a thick oil (10.5 g 100%). 1H NMR (400 MHz, DMSO-d6) δ 12.36 (br s, 1H), 10.08 (s, 1H), 7.59-7.63 (m, 2H), 6.81 (d, 1H), 2.49-2.53 (m, 2H), 1.50-1.59 (m, 2H), 0.89 (t, 3H).